Task: describe an organic reaction: reactants, conditions, products, and yield. Dataset: the Open Reaction Database (ORD), a public repository of structured organic reaction records The reactants are amides, CC1(OCCC2=C1NC1=CC=CC=C21)C2C(OCC2)=O (Dihydro-3-(1,3,4,9-tetrahydro-1-methylpyrano[3,4-b]indol-1-yl)-2(3H)-furanone), [Cl-].[Na+] (sodium chloride), CNC (dimethylamine). The solvent is O1CCCC1 (tetrahydrofuran). The product is OCCC(C(=O)N(C)C)C1(OCCC2=C1NC1=CC=CC=C21)C (1,3,4,9-Tetrahydro-α-(2-hydroxyethyl)-N,N,1-trimethylpyrano[3,4-b]indole-1-acetamide). As a reaction SMILES: [CH3:1][C:2]1([CH:15]2[CH2:19][CH2:18][O:17][C:16]2=[O:20])[C:7]2[NH:8][C:9]3[C:14]([C:6]=2[CH2:5][CH2:4][O:3]1)=[CH:13][CH:12]=[CH:11][CH:10]=3.[CH3:21][NH:22][CH3:23].[Cl-].[Na+]>O1CCCC1>[OH:17][CH2:18][CH2:19][CH:15]([C:2]1([CH3:1])[C:7]2[NH:8][C:9]3[C:14]([C:6]=2[CH2:5][CH2:4][O:3]1)=[CH:13][CH:12]=[CH:11][CH:10]=3)[C:16]([N:22]([CH3:23])[CH3:21])=[O:20] |f:2.3|. Procedure: A solution of the oil containing the two diasteriomers of dihydro-3-(1,3,4,9-tetrahydro-1-methylpyrano[3,4-b]indol-1-yl)-2(3H)-furanone (described in Example 1, 15 g, 0.055 mole) in tetrahydrofuran (200 ml) and an aqueous solution of dimethylamine (40%, 200 ml) is refluxed for 24 hr. Aqueous sodium chloride solution is added and the solution is extracted with diethyl ether. The organic extract is dried and evaporated to afford an oil consisting of two diastereoisomeric amides of the title compou... The reactants are FC1=CC=C(C=C1)[N+](=O)[O-] (1-fluoro-4-nitrobenzene), C1(=CC=CC=C1)O (Phenol), CCCCCC (hexane), [H-].[Na+] (NaH). The solvent is CS(=O)C (DMSO). Reaction conditions: temperature 20 celsius, time 30 minute. Product: C1=CC=C(C=C1)OC2=CC=C(C=C2)[N+](=O)[O-] (4-nitrodiphenyl ether). Yield: 91.7%. Reaction SMILES: [C:1]1([OH:7])[CH:6]=[CH:5][CH:4]=[CH:3][CH:2]=1.CCCCCC.[H-].[Na+].F[C:17]1[CH:22]=[CH:21][C:20]([N+:23]([O-:25])=[O:24])=[CH:19][CH:18]=1>CS(C)=O>[CH:4]1[CH:5]=[CH:6][C:1]([O:7][C:17]2[CH:22]=[CH:21][C:20]([N+:23]([O-:25])=[O:24])=[CH:19][CH:18]=2)=[CH:2][CH:3]=1 |f:2.3|. Procedure details: Phenol (1.89 g, 20 mmol) was added to a slurry of hexane-washed NaH (60% oil suspension, 820 mg, 20.5 mmol) in DMSO (20 mL), stirred under nitrogen at 20° C., producing strong gas evolution. After 30 minutes, 1-fluoro-4-nitrobenzene (2.82 g, 20 mmol) was added dropwise to the light grey slurry. After about 10 minutes, the reaction mixture became orange and quite strongly exothermic, and a lot of gas was evolved. After 2 hours, the reaction mixture was poured onto ice-water (200 mL), and the soli... Reactants: C(C)C1=C(N)C=C(C=C1)[N+](=O)[O-] (2-ethyl-5-nitroaniline), N(=O)[O-].[Na+] (sodium nitrite). Solvent: C(C)(=O)O (acetic acid), O (water). Run at temperature 0 celsius, time 15 minute. The product is CC1=NNC2=CC(=CC=C12)[N+](=O)[O-] (3-methyl-6-nitro-1H-indazole). The yield is 40.1%. As a reaction SMILES: [CH2:1]([C:3]1[CH:9]=[CH:8][C:7]([N+:10]([O-:12])=[O:11])=[CH:6][C:4]=1[NH2:5])[CH3:2].[N:13]([O-])=O.[Na+]>C(O)(=O)C.O>[CH3:2][C:1]1[C:3]2[C:4](=[CH:6][C:7]([N+:10]([O-:12])=[O:11])=[CH:8][CH:9]=2)[NH:5][N:13]=1 |f:1.2|. Procedure: Following generally the procedure reported by Organic Synthesis 1955, Coll. Vol. 3, 660; 1940, 20, 73, 2-ethyl-5-nitroaniline (1.021 g, 6.14 mmol) was dissolved in glacial acetic acid (40 ml) and the mixture was cooled to 0° C. A solution of sodium nitrite (1 eq, 424 mg) in water (1 ml) was added all at once. Stirring was continued for 15 minutes at 25° C. After 3 hours, residual solids were filtered off and discarded, and the filtrate was allowed to stand for 3 days at room temperature. The sol... Reactants: stannous chloride hydrate, Cl (hydrochloride), ClC1=NC(=CC(=C1)C(Cl)(Cl)Cl)Cl (2,6-dichloro-4-(trichloromethyl)pyridine). Run in CC(=O)C (acetone), CC(=O)C (acetone). Yields the product ClC1=NC(=CC(=C1)C(Cl)Cl)Cl (2,6-Dichloro-4-(dichloromethyl)pyridine). Reaction SMILES: [Cl:1][C:2]1[CH:7]=[C:6]([C:8](Cl)([Cl:10])[Cl:9])[CH:5]=[C:4]([Cl:12])[N:3]=1.Cl>CC(C)=O>[Cl:1][C:2]1[CH:7]=[C:6]([CH:8]([Cl:9])[Cl:10])[CH:5]=[C:4]([Cl:12])[N:3]=1. Reported procedure: To a solution of 73 grams (0.275 mole) of 2,6-dichloro-4-(trichloromethyl)pyridine dissolved in 125 milliliters of acetone was added a solution of 108 grams (0.48 mole) of stannous chloride hydrate and 40 milliliters of concentrated hydrochloride acid in 500 milliliters of acetone. The mixture was refluxed for 2.0 hours. The solid which formed was separated by filtration and three fourths of the solvent was thereafter removed by evaporation. The remainder of the reaction mixture was diluted with...